From a dataset of the Open Reaction Database (ORD), a public repository of structured organic reaction records. describe an organic reaction: reactants, conditions, products, and yield The reactants are resultant mixture, C(C)OC(CCNC1=C(C(C2=C(N1)C=CS2)=O)C(=O)O)OCC (5-(3,3-Diethoxypropylamino)-7-oxo-4,7-dihydrothieno[3,2-b]pyridine-6-carboxylic acid), C[O-].[Na+] (sodium methoxide). Solvent: xylenes. Yields the product desired intermediate, C(C)OC(CCNC1=CC(=C2C(=N1)C=CS2)[O-])OCC.[Na+] (sodium 5-(3,3-diethoxypropylamino)thieno[3,2-b]pyridin-7-olate). Reaction SMILES: [CH2:1]([O:3][CH:4]([O:21][CH2:22][CH3:23])[CH2:5][CH2:6][NH:7][C:8]1[NH:13][C:12]2[CH:14]=[CH:15][S:16][C:11]=2[C:10](=[O:17])[C:9]=1C(O)=O)[CH3:2].C[O-].[Na+:26]>>[CH2:22]([O:21][CH:4]([O:3][CH2:1][CH3:2])[CH2:5][CH2:6][NH:7][C:8]1[N:13]=[C:12]2[CH:14]=[CH:15][S:16][C:11]2=[C:10]([O-:17])[CH:9]=1)[CH3:23].[Na+:26] |f:1.2,3.4|. Procedure details: 5-(3,3-Diethoxypropylamino)-7-oxo-4,7-dihydrothieno[3,2-b]pyridine-6-carboxylic acid (432 g, 1.27 mol) was mixed with sodium methoxide (95% pure, 75.8 g, 1.33 mol) and suspended in xylenes (2 L). The resultant mixture was heated at reflux for 2 h. The reaction mixture was gradually cooled to room temperature with stirring to afford light brown solids. The solids were collected by filtration and washed with toluene and dried under vacuum at 50-60° C. for 48 h to give the desired intermediate sodi... Reactants: ClC1=C(C(=CC=C1)[N+](=O)[O-])NCCCN(C)C (N1-(2-chloro-6-nitrophenyl)-N3,N3-dimethyl-1,3-propanediamine), O.O.[Sn](Cl)Cl (tin(II) chloride dihydrate), [OH-].[Na+] (sodium hydroxide). The solvent is Cl (hydrochloric acid), Cl (hydrochloric acid). Reaction conditions: time 14 hour. The product is ClC1=C(C(=CC=C1)N)NCCCN(C)C (3-Chloro-N2-[3-(dimethylamino)propyl]-1,2-benzenediamine). The yield is 99.2%. Reaction SMILES: O.O.[Sn](Cl)Cl.[Cl:6][C:7]1[CH:12]=[CH:11][CH:10]=[C:9]([N+:13]([O-])=O)[C:8]=1[NH:16][CH2:17][CH2:18][CH2:19][N:20]([CH3:22])[CH3:21].[OH-].[Na+]>Cl>[Cl:6][C:7]1[CH:12]=[CH:11][CH:10]=[C:9]([NH2:13])[C:8]=1[NH:16][CH2:17][CH2:18][CH2:19][N:20]([CH3:21])[CH3:22] |f:0.1.2,4.5|. Procedure details: A solution containing tin(II) chloride dihydrate (4.040 g) in concentrated hydrochloric acid (5.85 ml) was added to a solution containing N1-(2-chloro-6-nitrophenyl)-N3,N3-dimethyl-1,3-propanediamine (1.289 g) in concentrated hydrochloric acid (4.2 ml) and the mixture was stirred for 14 hours at room temperature. The reaction mixture was alkalified with 10% sodium hydroxide aqueous solution while being cooled with ice and extracted with diethyl ether. The extract was washed with saturated brine,... The reactants are [Cl-].[NH4+] (ammonium chloride), C(C)N(C=1SC=C(N1)C=O)CC (2-diethylaminothiazole-4-carbaldehyde), S1C(=S)N(C(=O)C1)CC(=O)O (rhodanine-3-acetic acid). Run in C(C)O (ethanol). The product is N (ammonia), C(C)N(C=1SC=C(N1)C=C1C(N(C(S1)=S)CC(=O)O)=O)CC (5-(2-Diethylaminothiazol-4-ylmethylene)-rhodanine-3-acetic acid). As a reaction SMILES: [CH2:1]([N:3]([CH2:11][CH3:12])[C:4]1[S:5][CH:6]=[C:7]([CH:9]=O)[N:8]=1)[CH3:2].[S:13]1[CH2:19][C:17](=[O:18])[N:16]([CH2:20][C:21]([OH:23])=[O:22])[C:14]1=[S:15].[Cl-].[NH4+]>C(O)C>[NH3:3].[CH2:1]([N:3]([CH2:11][CH3:12])[C:4]1[S:5][CH:6]=[C:7]([CH:9]=[C:19]2[S:13][C:14](=[S:15])[N:16]([CH2:20][C:21]([OH:23])=[O:22])[C:17]2=[O:18])[N:8]=1)[CH3:2] |f:2.3|. Reported procedure: The reaction described in Example 1 was repeated, but using 1.2 g of 2-diethylaminothiazole-4-carbaldehyde, 1 g of rhodanine-3-acetic acid. 0.8 g of ammonium chloride. 0.8 ml of 28% v/v aqueous ammonia, and 25 ml of ethanol, giving the title compound as yellowish-brown needles. Reactants: C(C1=CC=CC=C1)NC1=C(C=NC=2N1N=CC2C(=O)O)C(=O)N2CCC(CC2)C2=CC=C(C=C2)C (7-Benzylamino-6-[4-(4-methylphenyl)piperidine-1-carbonyl]pyrazolo[1,5-a]pyrimidine-3-carboxylic acid), CS(=O)(=O)N (methanesulfonamide). Product: C(C1=CC=CC=C1)NC1=C(C=NC=2N1N=CC2C(=O)NS(=O)(=O)C)C(=O)N2CCC(CC2)C2=CC=C(C=C2)C (N-{7-Benzylamino-6-[4-(4-methylphenyl)piperidine-1-carbonyl]pyrazolo[1,5-a]pyrimidine-3-carbonyl}methanesulfonamide). Isolated yield 28.9%. As a reaction SMILES: [CH2:1]([NH:8][C:9]1[N:14]2[N:15]=[CH:16][C:17]([C:18](O)=[O:19])=[C:13]2[N:12]=[CH:11][C:10]=1[C:21]([N:23]1[CH2:28][CH2:27][CH:26]([C:29]2[CH:34]=[CH:33][C:32]([CH3:35])=[CH:31][CH:30]=2)[CH2:25][CH2:24]1)=[O:22])[C:2]1[CH:7]=[CH:6][CH:5]=[CH:4][CH:3]=1.[CH3:36][S:37]([NH2:40])(=[O:39])=[O:38]>>[CH2:1]([NH:8][C:9]1[N:14]2[N:15]=[CH:16][C:17]([C:18]([NH:40][S:37]([CH3:36])(=[O:39])=[O:38])=[O:19])=[C:13]2[N:12]=[CH:11][C:10]=1[C:21]([N:23]1[CH2:28][CH2:27][CH:26]([C:29]2[CH:34]=[CH:33][C:32]([CH3:35])=[CH:31][CH:30]=2)[CH2:25][CH2:24]1)=[O:22])[C:2]1[CH:3]=[CH:4][CH:5]=[CH:6][CH:7]=1. Reported procedure: In the same manner as in Example 1, step 6 and using 7-benzylamino-6-[4-(4-methylphenyl)piperidine-1-carbonyl]pyrazolo[1,5-a]pyrimidine-3-carboxylic acid (0.09 g, 0.19 mmol) obtained in step 2 and methanesulfonamide (0.090 g, 0.950 mmol), the title compound (0.03 g, 28%) was obtained.